From a dataset of the Open Reaction Database (ORD), a public repository of structured organic reaction records. describe an organic reaction: reactants, conditions, products, and yield Reactants: C(C)(C)=NNC(C1=CC(=C(C=C1)Cl)Cl)=O (3,4-Dichlorobenzoic acid isopropylidenehydrazide). Solvent: CO (methanol). Procedure: 3,4-Dichlorobenzoic acid isopropylidenehydrazide (9.2 g, 0.040 mole) and 100 mg of platinum oxide in 100 mL of methanol in a Parr hydrogenation apparatus is shaken for one hour and 30 minutes under an initial hydrogen pressure of 40 psig. The filtered reaction mixture is concentrated under vacuum and the resulting solids are recrystallized three times from isopropyl alcohol to give 2.6 g of the title compound as a white crystalline product, mp 112.5°-115° C. Yield: 26.3%. As a reaction SMILES: [C:1](=[N:4][NH:5][C:6](=[O:15])[C:7]1[CH:12]=[CH:11][C:10]([Cl:13])=[C:9]([Cl:14])[CH:8]=1)([CH3:3])[CH3:2]>CO.[Pt]=O>[CH:1]([NH:4][NH:5][C:6](=[O:15])[C:7]1[CH:12]=[CH:11][C:10]([Cl:13])=[C:9]([Cl:14])[CH:8]=1)([CH3:3])[CH3:2]. The reagents and catalysts are [Pt]=O (platinum oxide). Product: C(C)(C)NNC(C1=CC(=C(C=C1)Cl)Cl)=O (3,4-dichlorobenzoic acid, 2-isopropylhydrazide).